Task: describe an organic reaction: reactants, conditions, products, and yield. Dataset: the Open Reaction Database (ORD), a public repository of structured organic reaction records Starting materials: N1=CC=C(C=C1)C=1SC2=C(C1)C(CCC2)=O (2-pyridin-4-yl-6,7-dihydro-1-benzothiophen-4(5H)-one), ClC1=CC=C(C=C1)[Mg]Br (4-chlorophenylmagnesium bromide), CCOCC (ether), aqueous solution, [NH4+].[Cl-] (NH4Cl). The solvent is O1CCCC1 (tetrahydrofuran), CCOC(=O)C (EtOAc). Conditions: time 1.5 hour. The product is ClC1=CC=C(C=C1)C1(CCCC2=C1C=C(S2)C2=CC=NC=C2)O (4-(4-chlorophenyl)-2-pyridin-4-yl-4,5,6,7-tetrahydro-1-benzothiophene-4-ol). RXN SMILES: [N:1]1[CH:6]=[CH:5][C:4]([C:7]2[S:8][C:9]3[CH2:15][CH2:14][CH2:13][C:12](=[O:16])[C:10]=3[CH:11]=2)=[CH:3][CH:2]=1.[Cl:17][C:18]1[CH:23]=[CH:22][C:21]([Mg]Br)=[CH:20][CH:19]=1.CCOCC.[NH4+].[Cl-]>O1CCCC1.CCOC(C)=O>[Cl:17][C:18]1[CH:23]=[CH:22][C:21]([C:12]2([OH:16])[C:10]3[CH:11]=[C:7]([C:4]4[CH:5]=[CH:6][N:1]=[CH:2][CH:3]=4)[S:8][C:9]=3[CH2:15][CH2:14][CH2:13]2)=[CH:20][CH:19]=1 |f:3.4|. Procedure: In a 250 mL round bottomed flask was placed 2-pyridin-4-yl-6,7-dihydro-1-benzothiophen-4(5H)-one (1400 mg, 6.1 mmol) and then dissolved in tetrahydrofuran (50 mL). To the mixture was added 1 M of 4-chlorophenylmagnesium bromide in ether (10 mL, 10 mmol) and the mixture was stirred for 1.5 h at rt. To the mixture were added a 5% aqueous solution of NH4Cl (100 mL) and EtOAc (100 mL). The resulting bi-phasic mixture was vigorously stirred for 15 min and then the aqueous phase was discarded. The org... Starting materials: C(C)(C)(C)OC(=O)N1C[C@]2(CN(C(O2)=O)C=2C=NC(=CC2)N)CCC1 ((S)-3-(6-Amino-pyridin-3-yl)-2-oxo-1-oxa-3,7-diaza-spiro[4.5]decane-7-carboxylic acid tert-butyl ester), CN(C(=O)C1=CC2=C(N=C(N=C2)Cl)N1C1CCCC1)C (2-Chloro-7-cyclopentyl-7H-pyrrolo[2,3-d]pyrimidine-6-carboxylic acid dimethylamide). The product is C(C)(C)(C)OC(=O)N1C[C@]2(CN(C(O2)=O)C=2C=NC(=CC2)NC=2N=CC3=C(N2)N(C(=C3)C(N(C)C)=O)C3CCCC3)CCC1 ((S)-3-[6-(7-Cyclopentyl-6-dimethylcarbamoyl-7H-pyrrolo[2,3-d]pyrimidin-2-ylamino)-pyridin-3-yl]-2-oxo-1-oxa-3,7-diaza-spiro[4.5]decane-7-carboxylic acid tert-butyl ester). The yield is 43.0%. As a reaction SMILES: [C:1]([O:5][C:6]([N:8]1[CH2:25][CH2:24][CH2:23][C@:10]2([O:14][C:13](=[O:15])[N:12]([C:16]3[CH:17]=[N:18][C:19]([NH2:22])=[CH:20][CH:21]=3)[CH2:11]2)[CH2:9]1)=[O:7])([CH3:4])([CH3:3])[CH3:2].[CH3:26][N:27]([CH3:45])[C:28]([C:30]1[N:39]([CH:40]2[CH2:44][CH2:43][CH2:42][CH2:41]2)[C:33]2[N:34]=[C:35](Cl)[N:36]=[CH:37][C:32]=2[CH:31]=1)=[O:29]>>[C:1]([O:5][C:6]([N:8]1[CH2:25][CH2:24][CH2:23][C@:10]2([O:14][C:13](=[O:15])[N:12]([C:16]3[CH:17]=[N:18][C:19]([NH:22][C:35]4[N:36]=[CH:37][C:32]5[CH:31]=[C:30]([C:28](=[O:29])[N:27]([CH3:26])[CH3:45])[N:39]([CH:40]6[CH2:44][CH2:43][CH2:42][CH2:41]6)[C:33]=5[N:34]=4)=[CH:20][CH:21]=3)[CH2:11]2)[CH2:9]1)=[O:7])([CH3:4])([CH3:2])[CH3:3]. Procedure: Following general N—C coupling procedure 1, (S)-3-(6-Amino-pyridin-3-yl)-2-oxo-1-oxa-3,7-diaza-spiro[4.5]decane-7-carboxylic acid tert-butyl ester was combined with 2-Chloro-7-cyclopentyl-7H-pyrrolo[2,3-d]pyrimidine-6-carboxylic acid dimethylamide which gave (S)-3-[6-(7-Cyclopentyl-6-dimethylcarbamoyl-7H-pyrrolo[2,3-d]pyrimidin-2-ylamino)-pyridin-3-yl]-2-oxo-1-oxa-3,7-diaza-spiro[4.5]decane-7-carboxylic acid tert-butyl ester as a white solid (0.115 g, 0.190 mmol in 43% yield. 1H NMR (400 MHz, CD...